This data is from the Open Reaction Database (ORD), a public repository of structured organic reaction records. The task is: describe an organic reaction: reactants, conditions, products, and yield Starting materials: compound 311, NC1=C2C(=NC=N1)N(N=C2C)C(C)C=2C(=C(C(=C(C2)Cl)C)C(CC(=O)OC)C[N+](=O)[O-])OCC (methyl 3-{3-[1-(4-amino-3-methyl-1H-pyrazolo[3,4-d]pyrimidin-1-yl)ethyl]-5-chloro-2-ethoxy-6-methylphenyl}-4-nitrobutanoate), [BH4-].[Na+] (sodium tetrahydroborate), compound 310. Reagents/catalysts: O.O.O.O.O.O.[Ni](Cl)Cl (nickel chloride hexahydrate). The solvent is CO (methanol), C([O-])(O)=O.[Na+] (sodium bicarbonate), ClCCl (dichloromethane). Run at temperature 0 celsius, time 5 minute. Product: NC1=C2C(=NC=N1)N(N=C2C)C(C)C=2C(=C(C(=C(C2)Cl)C)C2CC(NC2)=O)OCC (4-{3-[1-(4-amino-3-methyl-1H-pyrazolo[3,4-d]pyrimidin-1-yl)ethyl]-5-chloro-2-ethoxy-6-methylphenyl}pyrrolidin-2-on). Reaction SMILES: [NH2:1][C:2]1[N:7]=[CH:6][N:5]=[C:4]2[N:8]([CH:12]([C:14]3[C:15]([O:32][CH2:33][CH3:34])=[C:16]([CH:22]([CH2:28][N+:29]([O-])=O)[CH2:23][C:24](OC)=[O:25])[C:17]([CH3:21])=[C:18]([Cl:20])[CH:19]=3)[CH3:13])[N:9]=[C:10]([CH3:11])[C:3]=12.[BH4-].[Na+]>CO.C(=O)(O)[O-].[Na+].ClCCl.O.O.O.O.O.O.[Ni](Cl)Cl>[NH2:1][C:2]1[N:7]=[CH:6][N:5]=[C:4]2[N:8]([CH:12]([C:14]3[C:15]([O:32][CH2:33][CH3:34])=[C:16]([CH:22]4[CH2:28][NH:29][C:24](=[O:25])[CH2:23]4)[C:17]([CH3:21])=[C:18]([Cl:20])[CH:19]=3)[CH3:13])[N:9]=[C:10]([CH3:11])[C:3]=12 |f:1.2,4.5,7.8.9.10.11.12.13|. Reported procedure: A solution of methyl 3-{3-[1-(4-amino-3-methyl-1H-pyrazolo[3,4-d]pyrimidin-1-yl)ethyl]-5-chloro-2-ethoxy-6-methylphenyl}-4-nitrobutanoate (0.089 g, 0.18 mmol) in methanol (1.3 mL) was treated with nickel chloride hexahydrate (0.087 g, 0.36 mmol) was and stirred for 5 min. The reaction mixture was cooled to 0° C., treated with sodium tetrahydroborate (0.073 g, 1.9 mmol) in four portions, and stirred at room temperature for 30 min. The reaction mixture was heated at 60° C. for 1.5 h, cooled to roo... Starting materials: C(C)(=O)N1CCC2=CC=C(C=C12)O (1-acetyl-6-hydroxyindoline), C(C)(=O)O (acetic acid), BrN1C(CCC1=O)=O (N-bromosuccinimide). The solvent is CN(C)C=O (DMF). Conditions: temperature 12.5 celsius, time 45 minute. The product is C(C)(=O)N1CCC2=CC(=C(C=C12)O)Br (1-Acetyl-5-bromo-6-hydroxyindoline). The yield is 73.6%. As a reaction SMILES: [C:1]([N:4]1[C:12]2[C:7](=[CH:8][CH:9]=[C:10]([OH:13])[CH:11]=2)[CH2:6][CH2:5]1)(=[O:3])[CH3:2].C(O)(=O)C.[Br:18]N1C(=O)CCC1=O>CN(C=O)C>[C:1]([N:4]1[C:12]2[C:7](=[CH:8][C:9]([Br:18])=[C:10]([OH:13])[CH:11]=2)[CH2:6][CH2:5]1)(=[O:3])[CH3:2]. Procedure: A stirred suspension of finely powdered 1-acetyl-6-hydroxyindoline (D63, 2.4 g, 0.013 mole) in a mixture of DMF (25 ml) and glacial acetic acid (125 ml) at 15° C. was treated portionwise over 5 minutes with N-bromosuccinimide (2.65 g, 0.015 mole). The reaction mixture changed from yellow to grey-green in colour. The mixture was stirred at 1 5-20° C. for 45 minutes, then cooled to 5° C. and the solid filtered off, washed with acetic acid and dried to give the title compound as a grey solid (2.45 ... Reactants: Nc1ncnc2c1nc(Br)n2C1CC(O)C(CO)O1, CCCO, CCN(C(C)C)C(C)C, NCc1ccc(-c2ccccc2)cc1. The product is Nc1ncnc2c1nc(NCc1ccc(-c3ccccc3)cc1)n2C1CC(O)C(CO)O1. As a reaction SMILES: [Br:1][c:2]1[n:3]([CH:4]2[CH2:5][CH:6]([OH:7])[CH:8]([CH2:9][OH:10])[O:11]2)[c:12]2[n:13][cH:14][n:15][c:16]([NH2:19])[c:17]2[n:18]1.[CH2:43]([OH:44])[CH2:45][CH3:46].[CH:34]([N:35]([CH2:36][CH3:37])[CH:38]([CH3:39])[CH3:40])([CH3:41])[CH3:42].[c:20]1(-[c:28]2[cH:29][cH:30][cH:31][cH:32][cH:33]2)[cH:21][cH:22][c:23]([CH2:26][NH2:27])[cH:24][cH:25]1>>[c:2]1([NH:27][CH2:26][c:23]2[cH:22][cH:21][c:20](-[c:28]3[cH:29][cH:30][cH:31][cH:32][cH:33]3)[cH:25][cH:24]2)[n:3]([CH:4]2[CH2:5][CH:6]([OH:7])[CH:8]([CH2:9][OH:10])[O:11]2)[c:12]2[n:13][cH:14][n:15][c:16]([NH2:19])[c:17]2[n:18]1.